describe an organic reaction: reactants, conditions, products, and yield From a dataset of the Open Reaction Database (ORD), a public repository of structured organic reaction records. Reactants: NCCBr, Br, CC(C)(C)OC(=O)NCCCCc1ccc(N)cc1, Cc1ccccc1. The product is CC(C)(C)OC(=O)NCCCCc1ccc(NCCN)cc1. RXN SMILES: [Br:21][CH2:22][CH2:23][NH2:24].[BrH:20].[C:1]([CH3:2])([CH3:3])([CH3:4])[O:5][C:6]([NH:7][CH2:8][CH2:9][CH2:10][CH2:11][c:12]1[cH:13][cH:14][c:15]([NH2:18])[cH:16][cH:17]1)=[O:19].[CH3:25][c:26]1[cH:27][cH:28][cH:29][cH:30][cH:31]1>>[C:1]([CH3:2])([CH3:3])([CH3:4])[O:5][C:6]([NH:7][CH2:8][CH2:9][CH2:10][CH2:11][c:12]1[cH:13][cH:14][c:15]([NH:18][CH2:22][CH2:23][NH2:24])[cH:16][cH:17]1)=[O:19]. Starting materials: C(CCC)S(=O)(=O)C=1SC(=NN1)Cl (2-butylsulfonyl-5-chloro-1,3,4-thiadiazole), C(C)S (ethylmercaptan), ice water. Run in O1CCOCC1 (dioxane). Yields the product C(C)SC=1SC(=NN1)S(=O)(=O)CCCC (2-Ethylthio-5-butylsulfonyl-1,3,4-thiadiazole). Reaction SMILES: [CH2:1]([S:5]([C:8]1[S:9][C:10](Cl)=[N:11][N:12]=1)(=[O:7])=[O:6])[CH2:2][CH2:3][CH3:4].[CH2:14]([SH:16])[CH3:15]>O1CCOCC1>[CH2:14]([S:16][C:10]1[S:9][C:8]([S:5]([CH2:1][CH2:2][CH2:3][CH3:4])(=[O:7])=[O:6])=[N:12][N:11]=1)[CH3:15]. Reported procedure: 114.5 g 2-butylsulfonyl-5-chloro-1,3,4-thiadiazole and 36 ml ethylmercaptan are dissolved in 400 ml dioxane. Then under agitation 70 ml triethylamine are added to this drop by drop and the solution is heated to boiling under reflux for about one hour. After cooling the reaction mixture is introduced into ice water, the separating oil is extracted with dichloromethane, the methylenechloride phase is dried with magnesiumsulfate and the solvent is completely distilled off, finally in vacuo. 125.3 g... The reactants are C(C)(C)(C)C=1C=C(C=C(C1O)C(C)(C)C)CCC(=O)OCCCCCCCCCCCCCCCCCC (octadecyl 3-(3',5'-di-tert-butyl-4'-hydroxyphenyl)propionate), 3,5-di-tert-butyl-4-hydroxyhydrocinnamic acid triester, C(C)(C)(C)C=1C=C(CCC(=O)NNC(CCC2=CC(=C(C(=C2)C(C)(C)C)O)C(C)(C)C)=O)C=C(C1O)C(C)(C)C (1,2-bis(3,5-di-tert-butyl-4-hydroxyhydrocinnamoyl)hydrazine), C(C)(C)(C)C1=C(C(=C(CN2C(N(C(N(C2=O)CC2=C(C(=C(C=C2C)C(C)(C)C)O)C)=O)CC2=C(C(=C(C=C2C)C(C)(C)C)O)C)=O)C(=C1)C)C)O (1,3,5-tris(4-tert-butyl-3-hydroxy-2,6-dimethylbenzyl) 1,3,5-triazine-2,4,6-(1H,3H,5H)-trione), CCC (propane), 2,2'-oxamidobis-[ethyl 3-(3,5-di-tert-butyl-4-hydroxyphenyl)propionate], C(C)C(C1=CC(=C(C(=C1)C(C)(C)C)O)C(C)(C)C)P([O-])([O-])=O.C(C)C(C1=CC(=C(C(=C1)C(C)(C)C)O)C(C)(C)C)P([O-])([O-])=O.[Ca+2].[Ca+2] (calcium bis[monoethyl(3,5-di-tert-butyl-4-hydroxybenzyl)phosphonate]), CC1=CC=C(C(=C1)C(C)(C)C)O.C(C1=CC=C(C(=O)[O-])C=C1)(=O)[O-] (4-methyl-6-tertiary-butyl-phenol terephthalate), methylene (3,5-di-tert-butyl-4-hydroxyhydrocinnamate] methane, tris[3,5-di-t-butyl-4-hydroxybenzyl)isocyanurate, bis-[3,3-bis(4'-hydroxy-3'tert-butyl-phenyl)-butanoic acid]-glycolester. The reagents and catalysts are C=1C=CC(=CC1)[P](C=2C=CC=CC2)(C=3C=CC=CC3)[Pd]([P](C=4C=CC=CC4)(C=5C=CC=CC5)C=6C=CC=CC6)([P](C=7C=CC=CC7)(C=8C=CC=CC8)C=9C=CC=CC9)[P](C=1C=CC=CC1)(C=1C=CC=CC1)C=1C=CC=CC1 (tetrakis). Yields the product CC1=C(C(=C(C(=C1CC1=CC(=C(C(=C1)C(C)(C)C)O)C(C)(C)C)C)CC1=CC(=C(C(=C1)C(C)(C)C)O)C(C)(C)C)C)CC1=CC(=C(C(=C1)C(C)(C)C)O)C(C)(C)C (1,3,5-trimethyl-2,4,6-tris(3,5-di-tert-butyl-4-hydroxybenzyl) benzene). Reaction SMILES: [C:1]([C:5]1[CH:6]=[C:7](CCC(OCCCCCCCCCCCCCCCCCC)=O)[CH:8]=[C:9]([C:12]([CH3:15])([CH3:14])[CH3:13])[C:10]=1[OH:11])([CH3:4])([CH3:3])[CH3:2].C(C1C=C(C)C(CN2C(=O)N(CC3[C:61](C)=[CH:60][C:59]([C:63]([CH3:66])([CH3:65])[CH3:64])=[C:58]([OH:67])C=3C)C(=O)N(CC3C(C)=CC(C(C)(C)C)=C(O)C=3C)C2=O)=C(C)C=1O)(C)(C)C.[CH3:90][C:91]1[CH:96]=[C:95]([C:97]([CH3:100])([CH3:99])[CH3:98])[C:94]([OH:101])=[CH:93][CH:92]=1.C([O-])(=O)[C:103]1[CH:111]=[CH:110][C:106]([C:107]([O-])=O)=[CH:105][CH:104]=1.[CH3:114][CH2:115][CH3:116].C(C(P(=O)([O-])[O-])C1C=[C:124]([C:126]([CH3:129])([CH3:128])[CH3:127])[C:123](O)=C(C(C)(C)C)C=1)C.C([CH:141](P(=O)([O-])[O-])[C:142]1[CH:147]=C(C(C)(C)C)C(O)=C(C(C)(C)C)[CH:143]=1)C.[Ca+2].[Ca+2].[C:163](C1C=C(C=C(C(C)(C)C)C=1O)CCC(NNC(=O)CCC1C=C(C(C)(C)C)C(O)=C(C(C)(C)C)C=1)=O)(C)(C)C>C1C=CC([P]([Pd]([P](C2C=CC=CC=2)(C2C=CC=CC=2)C2C=CC=CC=2)([P](C2C=CC=CC=2)(C2C=CC=CC=2)C2C=CC=CC=2)[P](C2C=CC=CC=2)(C2C=CC=CC=2)C2C=CC=CC=2)(C2C=CC=CC=2)C2C=CC=CC=2)=CC=1>[CH3:114][C:115]1[C:105]([CH2:104][C:7]2[CH:6]=[C:5]([C:1]([CH3:3])([CH3:4])[CH3:2])[C:10]([OH:11])=[C:9]([C:12]([CH3:13])([CH3:14])[CH3:15])[CH:8]=2)=[C:106]([CH3:107])[C:110]([CH2:90][C:91]2[CH:92]=[C:93]([C:142]([CH3:147])([CH3:143])[CH3:141])[C:94]([OH:101])=[C:95]([C:97]([CH3:98])([CH3:100])[CH3:99])[CH:96]=2)=[C:111]([CH3:103])[C:116]=1[CH2:163][C:61]1[CH:60]=[C:59]([C:63]([CH3:65])([CH3:66])[CH3:64])[C:58]([OH:67])=[C:124]([C:126]([CH3:129])([CH3:127])[CH3:128])[CH:123]=1 |f:2.3,5.6.7.8,^1:206,208,227,246|. Reported procedure: octadecyl 3-(3',5'-di-tert-butyl-4'-hydroxyphenyl)propionate; tetrakis[methylene (3,5-di-tert-butyl-4-hydroxyhydrocinnamate] methane; tris[3,5-di-t-butyl-4-hydroxybenzyl)isocyanurate; 3,5-di-tert-butyl-4-hydroxyhydrocinnamic acid triester with 1,3,5-tris(2-hydroxyethyl)-striazine-2,4,6(1H,3H,5H)-trione; 1,3,5-tris(4-tert-butyl-3-hydroxy-2,6-dimethylbenzyl) 1,3,5-triazine-2,4,6-(1H,3H,5H)-trione; bis-[3,3-bis(4'-hydroxy-3'tert-butyl-phenyl)-butanoic acid]-glycolester; 2,2'-methylenebis-(4-methyl-... Reactants: CI (Methyl iodide), C(O)([O-])=O.[Na+] (sodium hydrogen carbonate), COC1=C(C=C(C=C1)N1N=NN=C1)C(C(=O)O)=O (2-[2-methoxy-5-(1H-tetrazol-1-yl)phenyl]-2-oxoethanoic acid). Solvent: CN(C=O)C (dimethylformamide). Reaction conditions: time 6 hour. Yields the product COC1=C(C=C(C=C1)N1N=NN=C1)C(C(=O)OC)=O (methyl 2-[2-methoxy-5-(1H-tetrazol-1-yl)phenyl]-2-oxoethanoate). Isolated yield 94.2%. Reaction SMILES: CI.[C:3](=O)([O-])O.[Na+].[CH3:8][O:9][C:10]1[CH:15]=[CH:14][C:13]([N:16]2[CH:20]=[N:19][N:18]=[N:17]2)=[CH:12][C:11]=1[C:21](=[O:25])[C:22]([OH:24])=[O:23]>CN(C)C=O>[CH3:8][O:9][C:10]1[CH:15]=[CH:14][C:13]([N:16]2[CH:20]=[N:19][N:18]=[N:17]2)=[CH:12][C:11]=1[C:21](=[O:25])[C:22]([O:24][CH3:3])=[O:23] |f:1.2|. Reported procedure: Methyl iodide (1.87 ml, 4.26 g, 30 mmol) was added to a mixture of sodium hydrogen carbonate (2.52 g, 30 mmol), and 2-[2-methoxy-5-(1H-tetrazol-1-yl)phenyl]-2-oxoethanoic acid (3.37 g, 13.6 mmol) in dimethylformamide (120 ml) and the mixture was stirred at room temperature for 6 hours. The solvent was evaporated under reduced pressure, saturated aqueous sodium hydrogen carbonate (100 ml) and water (50 ml) were added and mixture was extracted with ethyl acetate (4×100 ml). The combined organic fr... The solvent is OS(=O)(=O)O (H2SO4). Reaction SMILES: [Cl-:1].[C:2]([C:5]1[C:14](=[O:15])[C:13]2[C:12]([N+]#N)=[C:11]3[O:18]C[O:20][C:10]3=[CH:9][C:8]=2[N:7]([CH2:21][CH3:22])[CH:6]=1)([OH:4])=[O:3].O>OS(O)(=O)=O>[Cl:1][C:12]1[C:11]([OH:18])=[C:10]([OH:20])[CH:9]=[C:8]2[C:13]=1[C:14](=[O:15])[C:5]([C:2]([OH:4])=[O:3])=[CH:6][N:7]2[CH2:21][CH3:22] |f:0.1|. Product: ClC1=C2C(C(=CN(C2=CC(=C1O)O)CC)C(=O)O)=O (5-chloro-1-ethyl-6,7-dihydroxy-4-oxo-1,4-dihydroquinoline-3-carboxylic acid). Reactants: [Cl-].C(=O)(O)C1=CN(C=2C=C3C(=C(C2C1=O)[N+]#N)OCO3)CC (7-carboxy-5-ethyl-8-oxo-5,8-dihydro-[1,3]dioxolo[4,5-g]quinoline-9-diazonium chloride), O (water). Procedure: A solution of 7-carboxy-5-ethyl-8-oxo-5,8-dihydro-[1,3]dioxolo[4,5-g]quinoline-9-diazonium chloride (7.5 g, 23.17 mmol) (Mixture of 16c and 16d) in 50% H2SO4 (60 mL) was heated at 95° C. for 4 h. The reaction mixture was cooled down to r.t. and then poured into 450 mL of water. The precipitates were collected by filtration and dried to afford 5-chloro-1-ethyl-6,7-dihydroxy-4-oxo-1,4-dihydroquinoline-3-carboxylic acid (6 g, 18.61 mmol, 80% yield) as a yellow brown solid. LCMS: (M+H)+: 284.1. Yield: 80.3%. Reactants: CC(C)C(=O)Cl, COc1cc(O)c2c(=O)c(OC)c(-c3ccc(OC(=O)C(C)(C)C)c(OC)c3)oc2c1, c1ccncc1. The product is COc1cc(OC(=O)C(C)C)c2c(=O)c(OC)c(-c3ccc(OC(=O)C(C)(C)C)c(OC)c3)oc2c1. As a reaction SMILES: [C:32]([CH:33]([CH3:34])[CH3:35])(=[O:36])[Cl:37].[OH:1][c:2]1[c:3]2[c:4](=[O:31])[c:5]([O:29][CH3:30])[c:6](-[c:14]3[cH:15][c:16]([O:27][CH3:28])[c:17]([O:20][C:21]([C:22]([CH3:23])([CH3:24])[CH3:25])=[O:26])[cH:18][cH:19]3)[o:7][c:8]2[cH:9][c:10]([O:12][CH3:13])[cH:11]1.[cH:38]1[cH:39][cH:40][n:41][cH:42][cH:43]1>>[O:1]([c:2]1[c:3]2[c:4](=[O:31])[c:5]([O:29][CH3:30])[c:6](-[c:14]3[cH:15][c:16]([O:27][CH3:28])[c:17]([O:20][C:21]([C:22]([CH3:23])([CH3:24])[CH3:25])=[O:26])[cH:18][cH:19]3)[o:7][c:8]2[cH:9][c:10]([O:12][CH3:13])[cH:11]1)[C:32]([CH:33]([CH3:34])[CH3:35])=[O:36]. Starting materials: N1CCSCC1 (thiomorpholine), C(C)N1C=C(C(C2=C(C(=C(C(=C12)F)F)F)F)=O)C(=O)O (1-ethyl-5,6,7,8-tetrafluoro-1,4-dihydro-4-oxo-3-quinolinecarboxylic acid), CCOCC (Ether). The solvent is CN1C(CCC1)=O (1-methyl-2-pyrrolidone). Reaction conditions: time 2 hour. Product: C(C)N1C=C(C(C2=C(C(=C(C(=C12)F)N1CCSCC1)F)F)=O)C(=O)O (1-Ethyl-5,6,8-trifluoro-1,4-dihydro-4-oxo-7-(4-thiomorpholinyl)-3-quinolinecarboxylic acid). Reaction SMILES: [CH2:1]([N:3]1[C:12]2[C:7](=[C:8]([F:16])[C:9]([F:15])=[C:10](F)[C:11]=2[F:13])[C:6](=[O:17])[C:5]([C:18]([OH:20])=[O:19])=[CH:4]1)[CH3:2].[NH:21]1[CH2:26][CH2:25][S:24][CH2:23][CH2:22]1.CCOCC>CN1CCCC1=O>[CH2:1]([N:3]1[C:12]2[C:7](=[C:8]([F:16])[C:9]([F:15])=[C:10]([N:21]3[CH2:26][CH2:25][S:24][CH2:23][CH2:22]3)[C:11]=2[F:13])[C:6](=[O:17])[C:5]([C:18]([OH:20])=[O:19])=[CH:4]1)[CH3:2]. Procedure: A 289 mg portion of 1-ethyl-5,6,7,8-tetrafluoro-1,4-dihydro-4-oxo-3-quinolinecarboxylic acid was dissolved in 3 ml of 1-methyl-2-pyrrolidone. A 350 mg portion of thiomorpholine was added and the mixture was stirred for 2 hours. Ether was added, the solid collected and recrystallized from acetone, giving 250 mg of the desired product as a white solid, mp 308°-310° C. Starting materials: NC(C#N)(CN1N=C2C(=N1)C=C(C=C2C(F)(F)F)Cl)C (2-amino-3-(6-chloro-4-trifluoromethyl-2H-benzotriazol-2-yl)-2-methylpropionitrile), O(C1=CC=CC=C1)C1=CC=C(C(=O)Cl)C=C1 (4-phenoxybenzoyl chloride). The product is ClC=1C=C(C=2C(=NN(N2)CC(C)(C#N)NC(C2=CC=C(C=C2)OC2=CC=CC=C2)=O)C1)C(F)(F)F (N-[2-(6-Chloro-4-trifluoromethyl-2H-benzotriazol-2-yl)-1-cyano-1-methylethyl]-4-phenoxybenzamide), solid. Isolated yield 58.0%. As a reaction SMILES: [NH2:1][C:2]([CH3:20])([CH2:5][N:6]1[N:10]=[C:9]2[CH:11]=[C:12]([Cl:19])[CH:13]=[C:14]([C:15]([F:18])([F:17])[F:16])[C:8]2=[N:7]1)[C:3]#[N:4].[O:21]([C:28]1[CH:36]=[CH:35][C:31]([C:32](Cl)=[O:33])=[CH:30][CH:29]=1)[C:22]1[CH:27]=[CH:26][CH:25]=[CH:24][CH:23]=1>>[Cl:19][C:12]1[CH:13]=[C:14]([C:15]([F:18])([F:17])[F:16])[C:8]2[C:9]([CH:11]=1)=[N:10][N:6]([CH2:5][C:2]([NH:1][C:32](=[O:33])[C:31]1[CH:30]=[CH:29][C:28]([O:21][C:22]3[CH:27]=[CH:26][CH:25]=[CH:24][CH:23]=3)=[CH:36][CH:35]=1)([C:3]#[N:4])[CH3:20])[N:7]=2. Procedure details: Using a procedure similar to that described in Example 1, except using 2-amino-3-(6-chloro-4-trifluoromethyl-2H-benzotriazol-2-yl)-2-methylpropionitrile (100 mg, described in Example 32) and 4-phenoxybenzoyl chloride (0.10 mL), the title compound was isolated as a white solid (95 mg, 58%). Rf=0.75 (1:1 EA/heptane). MS (ES): M/Z [M+H]=500. NMR: (400 MHz, DMSO-d6): 1.76 (s, 3H), 2.47 (s, 3H), 5.47 (d, J=13.3 Hz, 1H), 5.57 (d, J=13.3 Hz, 1H), 7.04-7.12 (m, 4H), 7.22 (t, J=7.4 Hz, 1H), 7.97 (s, 1H),...